The task is: describe an organic reaction: reactants, conditions, products, and yield. This data is from the Open Reaction Database (ORD), a public repository of structured organic reaction records. Starting materials: CCOC(C)=O, COc1cc(CCCCC(=O)C2NC3C=CC2C3)cc(OC)c1OC. RXN SMILES: [CH3:26][CH2:27][O:28][C:29](=[O:30])[CH3:31].[CH:1]12[NH:2][CH:3]([C:8]([CH2:9][CH2:10][CH2:11][CH2:12][c:13]3[cH:14][c:15]([O:23][CH3:24])[c:16]([O:21][CH3:22])[c:17]([O:19][CH3:20])[cH:18]3)=[O:25])[CH:4]([CH:5]=[CH:6]1)[CH2:7]2>>[CH:1]12[NH:2][CH:3]([C:8]([CH2:9][CH2:10][CH2:11][CH2:12][c:13]3[cH:14][c:15]([O:23][CH3:24])[c:16]([O:21][CH3:22])[c:17]([O:19][CH3:20])[cH:18]3)=[O:25])[CH:4]([CH2:5][CH2:6]1)[CH2:7]2. The product is COc1cc(CCCCC(=O)C2NC3CCC2C3)cc(OC)c1OC. The reactants are CCCC(NC(=O)C1CC(Oc2cc(-c3ccccc3)nc3cc(OC)ccc23)CN1C(=O)OC(C)(C)C)C(=O)NS(=O)(=O)c1ccccc1, Cc1ccccc1. Product: CCCC(NC(=O)C1CC(Oc2cc(-c3ccccc3)nc3cc(OC)ccc23)CN1)C(=O)NS(=O)(=O)c1ccccc1. As a reaction SMILES: [C:1]([O:2][C:3](=[O:4])[N:8]1[CH:9]([C:10](=[O:11])[NH:12][CH:13]([CH2:14][CH2:15][CH3:16])[C:17](=[O:18])[NH:19][S:20](=[O:21])(=[O:22])[c:23]2[cH:24][cH:25][cH:26][cH:27][cH:28]2)[CH2:29][CH:30]([O:32][c:33]2[cH:34][c:35](-[c:45]3[cH:46][cH:47][cH:48][cH:49][cH:50]3)[n:36][c:37]3[cH:38][c:39]([O:43][CH3:44])[cH:40][cH:41][c:42]23)[CH2:31]1)([CH3:5])([CH3:6])[CH3:7].[CH3:51][c:52]1[cH:53][cH:54][cH:55][cH:56][cH:57]1>>[NH:8]1[CH:9]([C:10](=[O:11])[NH:12][CH:13]([CH2:14][CH2:15][CH3:16])[C:17](=[O:18])[NH:19][S:20](=[O:21])(=[O:22])[c:23]2[cH:24][cH:25][cH:26][cH:27][cH:28]2)[CH2:29][CH:30]([O:32][c:33]2[cH:34][c:35](-[c:45]3[cH:46][cH:47][cH:48][cH:49][cH:50]3)[n:36][c:37]3[cH:38][c:39]([O:43][CH3:44])[cH:40][cH:41][c:42]23)[CH2:31]1. Reactants: COc1cc([O-])cc(OC)c1OC, CN(C)C=O, O=C(Cl)N1CCOCC1, [Na+]. Product: COc1cc(OC(=O)N2CCOCC2)cc(OC)c1OC. Reaction SMILES: [CH3:1][O:2][c:3]1[cH:4][c:5]([O-:13])[cH:6][c:7]([O:11][CH3:12])[c:8]1[O:9][CH3:10].[CH3:24][N:25]([CH3:26])[CH:27]=[O:28].[Cl:15][C:16](=[O:17])[N:18]1[CH2:19][CH2:20][O:21][CH2:22][CH2:23]1.[Na+:14]>>[CH3:1][O:2][c:3]1[cH:4][c:5]([O:13][C:16](=[O:17])[N:18]2[CH2:19][CH2:20][O:21][CH2:22][CH2:23]2)[cH:6][c:7]([O:11][CH3:12])[c:8]1[O:9][CH3:10]. Starting materials: O (water), C(C(C)O)O (propylene glycol), B(O)(O)O (boric acid). Run in C=1(C(=CC=CC1)C)C (xylene), C=1(C(=CC=CC1)C)C (xylene). Conditions: temperature 50 celsius. Yields the product B(O)(O)O.C(C(C)O)O (propylene glycol borate), solution. Reaction SMILES: [CH2:1]([OH:5])[CH:2]([OH:4])[CH3:3].[B:6]([OH:9])([OH:8])[OH:7].O>C1(C)C(C)=CC=CC=1>[B:6]([OH:9])([OH:8])[OH:7].[CH2:1]([OH:5])[CH:2]([OH:4])[CH3:3] |f:4.5|. Procedure: A solution of propylene glycol borate in xylene is prepared by heating at 50° C. while stirring a mixture of 46.4 g propylene glycol, 41 g boric acid and 300 ml xylene. The water formed is eliminated by azeotropic distillation. There are obtained 314 g of a solution with 2.6% boron; in the reactor described above in Example 1 there are introduced 34.6 g of the propylene glycol borate solution, 16.61 g C16 -alkyl benzene sulfonic acid with 96% of active matter and a molecular weight of 430, 24.4 ...